Dataset: the Open Reaction Database (ORD), a public repository of structured organic reaction records. Task: describe an organic reaction: reactants, conditions, products, and yield Starting materials: C(C)(=O)[O-].[Na+] (sodium acetate), CC=1C(=NC2=CC=CC=C2C1)C (dimethylquinoline), ClC1=CC=C2C=C(C=NC2=C1C)C (7-chloro-3,8-dimethylquinoline), BrBr (bromine). The solvent is O (water), ClC1=C(C=CC=C1)Cl (1,2-dichlorobenzene). Yields the product BrCC=1C(=CC=C2C=C(C=NC12)C)Cl (8-bromomethyl-7-chloro-3-methylquinoline). Reaction SMILES: [Cl:1][C:2]1[C:11]([CH3:12])=[C:10]2[C:5]([CH:6]=[C:7]([CH3:13])[CH:8]=[N:9]2)=[CH:4][CH:3]=1.C([O-])(=O)C.[Na+].[Br:19]Br.CC1C(C)=NC2C(C=1)=CC=CC=2>ClC1C=CC=CC=1Cl.O>[Br:19][CH2:12][C:11]1[C:2]([Cl:1])=[CH:3][CH:4]=[C:5]2[C:10]=1[N:9]=[CH:8][C:7]([CH3:13])=[CH:6]2 |f:1.2|. Procedure details: 9.6 g of 7-chloro-3,8-dimethylquinoline are dissolved in 850 g of 1,2-dichlorobenzene, 6.2 g of sodium acetate, dissolved in 150 ml of water, and then 8 g of bromine are added, and the mixture is exposed to a 150 watt low pressure mercury lamp for from 5 to 6 hours at 15° C. The yield, determined chromatographically, is 80% of theory, based on converted dimethylquinoline. The selectivity of the reaction is 88% at a conversion of 91%. Table 1 sumarizes the result of varying the reaction condition... Reactants: O=C([O-])[O-], CCOC(=O)CC#N, CN(C)C=O, ClCCOCCCl, [K+], [K+]. The product is CCOC(=O)C1(C#N)CCOCC1. As a reaction SMILES: [C:16](=[O:17])([O-:18])[O-:19].[C:1](#[N:2])[CH2:3][C:4](=[O:5])[O:6][CH2:7][CH3:8].[CH3:22][N:23]([CH3:24])[CH:25]=[O:26].[Cl:9][CH2:10][CH2:11][O:12][CH2:13][CH2:14][Cl:15].[K+:20].[K+:21]>>[C:1](#[N:2])[C:3]1([C:4](=[O:5])[O:6][CH2:7][CH3:8])[CH2:10][CH2:11][O:12][CH2:13][CH2:14]1.